Dataset: the Open Reaction Database (ORD), a public repository of structured organic reaction records. Task: describe an organic reaction: reactants, conditions, products, and yield Reactants: BrCc1ccccc1, [K+], [OH-], O=C([O-])c1ccc(O)cc1. Product: O=C(O)c1ccc(OCc2ccccc2)cc1. RXN SMILES: [Br:11][CH2:12][c:13]1[cH:14][cH:15][cH:16][cH:17][cH:18]1.[K+:20].[OH-:19].[OH:1][c:2]1[cH:3][cH:4][c:5]([C:8]([O-:9])=[O:10])[cH:6][cH:7]1>>[O:1]([c:2]1[cH:3][cH:4][c:5]([C:8]([OH:9])=[O:10])[cH:6][cH:7]1)[CH2:12][c:13]1[cH:14][cH:15][cH:16][cH:17][cH:18]1. The reactants are CCOC(=O)c1ccc(Br)s1, CCN1CCNCC1, CC(C)(C)[O-], Cc1ccccc1, CO, [Na+], O=C(C=Cc1ccccc1)C=Cc1ccccc1, O=C(C=Cc1ccccc1)C=Cc1ccccc1, O=C(C=Cc1ccccc1)C=Cc1ccccc1, [Pd], [Pd]. Product: CCOC(=O)c1ccc(N2CCN(CC)CC2)s1. RXN SMILES: [Br:7][c:8]1[cH:9][cH:10][c:11]([C:13](=[O:14])[O:15][CH2:16][CH3:17])[s:12]1.[CH2:18]([CH3:19])[N:20]1[CH2:21][CH2:22][NH:23][CH2:24][CH2:25]1.[CH3:1][C:2]([CH3:3])([O-:4])[CH3:5].[CH3:26][c:27]1[cH:28][cH:29][cH:30][cH:31][cH:32]1.[CH3:33][OH:34].[Na+:6].[O:37]=[C:38]([CH:39]=[CH:40][c:41]1[cH:42][cH:43][cH:44][cH:45][cH:46]1)[CH:47]=[CH:48][c:49]1[cH:50][cH:51][cH:52][cH:53][cH:54]1.[O:55]=[C:56]([CH:57]=[CH:58][c:59]1[cH:60][cH:61][cH:62][cH:63][cH:64]1)[CH:65]=[CH:66][c:67]1[cH:68][cH:69][cH:70][cH:71][cH:72]1.[O:73]=[C:74]([CH:75]=[CH:76][c:77]1[cH:78][cH:79][cH:80][cH:81][cH:82]1)[CH:83]=[CH:84][c:85]1[cH:86][cH:87][cH:88][cH:89][cH:90]1.[Pd:35].[Pd:36]>>[c:8]1([N:23]2[CH2:22][CH2:21][N:20]([CH2:18][CH3:19])[CH2:25][CH2:24]2)[cH:9][cH:10][c:11]([C:13](=[O:14])[O:15][CH2:16][CH3:17])[s:12]1. Starting materials: O (water), C(CCC)C=1C(=CNC1C)C#N (4-butyl-5-methyl-1H-pyrrole-3-carbonitrile), C(C)OC(C1=CC=C(C=C1)F)=O (4-fluoro-benzoic acid ethyl ester), C([O-])([O-])=O.[Cs+].[Cs+] (cesium carbonate). Solvent: CN(C=O)C (N,N-dimethylformamide). Conditions: temperature 70 celsius, time 8 hour. Product: C(C)OC(C1=CC=C(C=C1)N1C(=C(C(=C1)C#N)CCCC)C)=O (4-(3-Butyl-4-cyano-2-methylpyrrole-1-yl)benzoic acid ethyl ester). Yield: 20.6%. RXN SMILES: [CH2:1]([C:5]1[C:6]([C:11]#[N:12])=[CH:7][NH:8][C:9]=1[CH3:10])[CH2:2][CH2:3][CH3:4].[CH2:13]([O:15][C:16](=[O:24])[C:17]1[CH:22]=[CH:21][C:20](F)=[CH:19][CH:18]=1)[CH3:14].C(=O)([O-])[O-].[Cs+].[Cs+].O>CN(C)C=O>[CH2:13]([O:15][C:16](=[O:24])[C:17]1[CH:22]=[CH:21][C:20]([N:8]2[CH:7]=[C:6]([C:11]#[N:12])[C:5]([CH2:1][CH2:2][CH2:3][CH3:4])=[C:9]2[CH3:10])=[CH:19][CH:18]=1)[CH3:14] |f:2.3.4|. Reported procedure: A suspension of 4-butyl-5-methyl-1H-pyrrole-3-carbonitrile (0.081 g), 4-fluoro-benzoic acid ethyl ester (0.10 g) and cesium carbonate (0.21 g) in N,N-dimethylformamide (3 mL) was stirred at 70° C. overnight. This reaction mixture was poured into water, and this mixture was extracted with ethyl acetate. This organic layer was washed with brine, dried over anhydrous magnesium sulfate. The solvent was removed under reduced pressure. The residue was purified by column chromatography on silica gel (e... Reactants: C1CNCCN1, CC#N, O=[N+]([O-])c1ccc(Br)cn1. Product: O=[N+]([O-])c1ccc(N2CCNCC2)cn1. RXN SMILES: [CH2:11]1[CH2:12][NH:13][CH2:14][CH2:15][NH:16]1.[CH3:17][C:18]#[N:19].[N+:1](=[O:2])([O-:3])[c:4]1[n:5][cH:6][c:7]([Br:10])[cH:8][cH:9]1>>[N+:1](=[O:2])([O-:3])[c:4]1[n:5][cH:6][c:7]([N:13]2[CH2:12][CH2:11][NH:16][CH2:15][CH2:14]2)[cH:8][cH:9]1. Procedure: A solution of 12.6 g of 3,5-dimethyl-1-hexyn-3-ol (Aldrich Chemical Co.)(o.1 mole) and 1.5 g of t-butyl peroctoate dissolved in 35 g of denatured ethanol was added dropwise over 3.1 hours to a stirred solution containing 21.2 g of sodium hypophosphite monohydrate (0.2 mole), 40 g of denatured ethanol and 20 g of deionized water. The temperature was maintained at 80° C. throughout the addition. After completion of the addition, heating at 79°-80° C. was continued for 4.8 hours longer. A fine whit... As a reaction SMILES: [CH3:1][C:2]([OH:9])([CH2:5][CH:6]([CH3:8])[CH3:7])[C:3]#[CH:4].O.[PH2:11]([O-:13])=[O:12].[Na+].O>C(O)C>[PH2:11]([O-:13])=[O:12].[CH3:1][C:2]([OH:9])([CH2:5][CH:6]([CH3:8])[CH3:7])[C:3]#[CH:4] |f:1.2.3|. The reactants are CC(C#C)(CC(C)C)O (3,5-dimethyl-1-hexyn-3-ol), disodium 3,5-dimethylhexyl-3-ol-1,1-diphosphinate, O.[PH2](=O)[O-].[Na+] (sodium hypophosphite monohydrate), O (water). The product is [PH2](=O)[O-] (hypophosphite), CC(C#C)(CC(C)C)O (3,5-dimethyl-1-hexyn-3-ol). Conditions: temperature 80 celsius, time 4.8 hour. The solvent is C(C)O (ethanol), C(C)O (ethanol). Starting materials: O=CC(=O)O, CC(=O)C=Cc1ccc2c(c1)OCO2, CC(=O)O, O, O. Product: O=C(O)C=CC(=O)C=Cc1ccc2c(c1)OCO2. As a reaction SMILES: [C:16]([CH:17]=[O:18])(=[O:19])[OH:20].[CH2:1]1[O:2][c:3]2[cH:4][c:5]([CH:10]=[CH:11][C:12]([CH3:13])=[O:14])[cH:6][cH:7][c:8]2[O:9]1.[CH3:21][C:22](=[O:23])[OH:24].[OH2:15].[OH2:25]>>[CH2:1]1[O:2][c:3]2[cH:4][c:5]([CH:10]=[CH:11][C:12]([CH:13]=[CH:17][C:16](=[O:19])[OH:20])=[O:14])[cH:6][cH:7][c:8]2[O:9]1. Starting materials: C(=O)(C(F)(F)F)O (TFA), C(C)(C)(C)OC(NC1=C(C=C(C=C1)N1C=CC=C1)N)=O ((2-amino-4-pyrrol-1-yl-phenyl)-carbamic acid tert.-butyl ester), COC(=O)C=1N=C(OC1)C1=CC(=CC=C1)C=1OC(OC(C1)=O)(C)C (2-[3-(2,2-dimethyl-6-oxo-6H-[1,3]dioxin-4-yl)-phenyl]-oxazole-4-carboxylic acid methyl ester). Solvent: C(Cl)Cl (CH2Cl2). Product: COC(=O)C=1N=C(OC1)C1=CC(=CC=C1)C=1CC(NC2=C(N1)C=CC(=C2)N2C=CC=C2)=O (2-[3-(4-oxo-7-Pyrrol-1-yl-4,5-dihydro-3H-benzo[b][1,4]diazepin-2-yl)-phenyl]-oxazole-4-carboxylic Acid Methyl Ester), solid. Reaction SMILES: C(OC(=O)[NH:7][C:8]1[CH:13]=[CH:12][C:11]([N:14]2[CH:18]=[CH:17][CH:16]=[CH:15]2)=[CH:10][C:9]=1[NH2:19])(C)(C)C.[CH3:21][O:22][C:23]([C:25]1[N:26]=[C:27]([C:30]2[CH:35]=[CH:34][CH:33]=[C:32]([C:36]3OC(C)(C)O[C:40](=[O:42])[CH:41]=3)[CH:31]=2)[O:28][CH:29]=1)=[O:24].C(O)(C(F)(F)F)=O>C(Cl)Cl>[CH3:21][O:22][C:23]([C:25]1[N:26]=[C:27]([C:30]2[CH:35]=[CH:34][CH:33]=[C:32]([C:36]3[CH2:41][C:40](=[O:42])[NH:19][C:9]4[CH:10]=[C:11]([N:14]5[CH:18]=[CH:17][CH:16]=[CH:15]5)[CH:12]=[CH:13][C:8]=4[N:7]=3)[CH:31]=2)[O:28][CH:29]=1)=[O:24]. Procedure: The title compound was prepared from (2-amino-4-pyrrol-1-yl-phenyl)-carbamic acid tert.-butyl ester (Example J2) (680 mg) and 2-[3-(2,2-dimethyl-6-oxo-6H-[1,3]dioxin-4-yl)-phenyl]-oxazole-4-carboxylic acid methyl ester (Example L7) (820 mg) according to the general procedure M. The obtained material was deprotected and cyclized by treatment with TFA in CH2Cl2 according to the general procedure N. Obtained as a light yellow solid (770 mg). The reactants are COC1=C(C=CC(=C1)OC)C (2,4-dimethoxytoluene), [Al+3].[Cl-].[Cl-].[Cl-] (AlCl3), ClCC(=O)Cl (chloroacetyl chloride), Cl (HCl). The reagents and catalysts are [Cl-].[Cl-].[Zn+2] (ZnCl2). Run in ClCCCl (1,2-dichloroethane), ClCCCl (1,2-dichloroethane), ClCCCl (1,2-dichloroethane). Run at temperature 0 celsius. Yields the product COC1=C(C=C(C(=C1)OC)C)C(CCl)=O (1-(2,4-Dimethoxy-5-methylphenyl)-2-chloro-1-ethanone). As a reaction SMILES: [Al+3].[Cl-].[Cl-].[Cl-].[CH3:5][O:6][C:7]1[CH:12]=[C:11]([O:13][CH3:14])[CH:10]=[CH:9][C:8]=1[CH3:15].[Cl:16][CH2:17][C:18](Cl)=[O:19].Cl>ClCCCl.[Cl-].[Cl-].[Zn+2]>[CH3:14][O:13][C:11]1[CH:12]=[C:7]([O:6][CH3:5])[C:8]([CH3:15])=[CH:9][C:10]=1[C:18](=[O:19])[CH2:17][Cl:16] |f:0.1.2.3,8.9.10|. Procedure: A suspension of 5.24 g of AlCl3 and 0.52 g of ZnCl2 in 40 ml of 1,2-dichloroethane is cooled to 0° C., and a solution of 5.0 g of 2,4-dimethoxytoluene in 20 ml of 1,2-dichloroethane is added dropwise. The mixture is then cooled to -10° C., and a solution of 2.9 ml of chloroacetyl chloride in 1.5 ml of 1,2-dichloroethane is added dropwise while the temperature of the reaction medium is maintained at between -10° C. and -7° C. The mixture is left stirring while the temperature is allowed to rise t...